This data is from the Open Reaction Database (ORD), a public repository of structured organic reaction records. The task is: describe an organic reaction: reactants, conditions, products, and yield The reactants are C([O-])([O-])=O.[K+].[K+] (potassium carbonate), [I-].[Na+] (sodium iodide), BrCCOC1OCCCC1 (2-(2-bromoethoxy)tetrahydro-2H-pyran), C(C=C)OC=1C(=C(C(=C(C1)OCC=C)C(C1=CC(=C(C=C1)OC)O)=O)CC(=O)OC)CC (Methyl 3,5-diallyloxy-2-ethyl-6-(3-hydroxy-4-methoxybenzoyl)phenylacetate). Reaction SMILES: [CH2:1]([O:4][C:5]1[C:6]([CH2:31][CH3:32])=[C:7]([CH2:26][C:27]([O:29][CH3:30])=[O:28])[C:8]([C:15](=[O:25])[C:16]2[CH:21]=[CH:20][C:19]([O:22][CH3:23])=[C:18]([OH:24])[CH:17]=2)=[C:9]([O:11][CH2:12][CH:13]=[CH2:14])[CH:10]=1)[CH:2]=[CH2:3].C(=O)([O-])[O-].[K+].[K+].[I-].[Na+].Br[CH2:42][CH2:43][O:44][CH:45]1[CH2:50][CH2:49][CH2:48][CH2:47][O:46]1>CN(C)C=O.O>[CH2:1]([O:4][C:5]1[C:6]([CH2:31][CH3:32])=[C:7]([CH2:26][C:27]([O:29][CH3:30])=[O:28])[C:8]([C:15](=[O:25])[C:16]2[CH:21]=[CH:20][C:19]([O:22][CH3:23])=[C:18]([O:24][CH2:42][CH2:43][O:44][CH:45]3[CH2:50][CH2:49][CH2:48][CH2:47][O:46]3)[CH:17]=2)=[C:9]([O:11][CH2:12][CH:13]=[CH2:14])[CH:10]=1)[CH:2]=[CH2:3] |f:1.2.3,4.5|. Run in CN(C=O)C (N,N-dimethylformamide), O (water). Reported procedure: Methyl 3,5-diallyloxy-2-ethyl-6-(3-hydroxy-4-methoxybenzoyl)phenylacetate (330 mg, 0.75 mmol) obtained in Example 82, Step 1 was dissolved in N,N-dimethylformamide (10 mL), and potassium carbonate (550 mg, 4.0 mmol), sodium iodide (100 mg, 0.67 mmol) and 2-(2-bromoethoxy)tetrahydro-2H-pyran (0.6 mL, 4.0 mmol) were added thereto with stirring at room temperature. The reaction mixture was stirred at 80° C. for 3 hours and cooled to room temperature, and water was added thereto, followed by extract... Product: C(C=C)OC=1C(=C(C(=C(C1)OCC=C)C(C1=CC(=C(C=C1)OC)OCCOC1OCCCC1)=O)CC(=O)OC)CC (methyl 3,5-diallyloxy-2-ethyl-6-[4-methoxy-3-(2-tetrahydro-2H-pyran-2-yloxyethoxy)benzoyl]phenylacetate). Starting materials: CCCC[N+](CCCC)(CCCC)CCCC.[F-] (TBAF), ClC=1C(=CC2=C(N(C(=N2)OC=2C=CC(=C(C(=O)OC)C2)C)COCC[Si](C)(C)C)C1)C1=CC=C(C=C1)C1(CC1)CO (methyl 5-[(6-chloro-5-{4-[1-(hydroxymethyl)cyclopropyl]phenyl}-1-{[2-(trimethylsilyl)ethoxy]methyl}-1H-benzimidazol-2-yl)oxy]-2-methylbenzoate). The solvent is O1CCOCC1 (dioxane). Reaction conditions: temperature 80 celsius, time 1 hour. The product is ClC=1C(=CC2=C(NC(=N2)OC=2C=CC(=C(C(=O)O)C2)C)C1)C1=CC=C(C=C1)C1(CC1)CO (5-[(6-chloro-5-{4-[1-(hydroxymethyl)cyclopropyl]phenyl}-1H-benzimidazol-2-yl)oxy]-2-methylbenzoic acid). As a reaction SMILES: CCCC[N+](CCCC)(CCCC)CCCC.[F-].[Cl:19][C:20]1[C:21]([C:49]2[CH:54]=[CH:53][C:52]([C:55]3([CH2:58][OH:59])[CH2:57][CH2:56]3)=[CH:51][CH:50]=2)=[CH:22][C:23]2[N:27]=[C:26]([O:28][C:29]3[CH:30]=[CH:31][C:32]([CH3:39])=[C:33]([CH:38]=3)[C:34]([O:36]C)=[O:35])[N:25](COCC[Si](C)(C)C)[C:24]=2[CH:48]=1>O1CCOCC1>[Cl:19][C:20]1[C:21]([C:49]2[CH:54]=[CH:53][C:52]([C:55]3([CH2:58][OH:59])[CH2:56][CH2:57]3)=[CH:51][CH:50]=2)=[CH:22][C:23]2[N:27]=[C:26]([O:28][C:29]3[CH:30]=[CH:31][C:32]([CH3:39])=[C:33]([CH:38]=3)[C:34]([OH:36])=[O:35])[NH:25][C:24]=2[CH:48]=1 |f:0.1|. Reported procedure: TBAF (1M in THF) (0.35 mL, 0.35 mmol) was added to a solution of methyl 5-[(6-chloro-5-{4-[1-(hydroxymethyl)cyclopropyl]phenyl}-1-{[2-(trimethylsilyl)ethoxy]methyl}-1H-benzimidazol-2-yl)oxy]-2-methylbenzoate (275 mg, 0.464 mmol) in dioxane (5 mL) and reaction mixture was heated at 80° C. The volatiles were removed. The resulting crude residue was dissolved in MeOH (2 ml) and 2.5 N aqueous NaOH (2 mL) and stirred at 50° C. for 1 h. Volatiles were removed and the residue was partitioned between Et... Starting materials: NC1=CC(=C(C(=O)OCC)C=C1)F (ethyl 4-amino-2-fluorobenzoate), BrCCCCCCCC (1-bromooctane), [OH-].[K+] (potassium hydroxide). The reagents and catalysts are [Cu] (copper). Solvent: C(C)O (ethanol). The product is FC1=C(C(=O)OCC)C=CC(=C1)NCCCCCCCC (ethyl 2-fluoro-4-(octylamino)benzoate). Reaction SMILES: [NH2:1][C:2]1[CH:12]=[CH:11][C:5]([C:6]([O:8][CH2:9][CH3:10])=[O:7])=[C:4]([F:13])[CH:3]=1.Br[CH2:15][CH2:16][CH2:17][CH2:18][CH2:19][CH2:20][CH2:21][CH3:22].[OH-].[K+]>C(O)C.[Cu]>[F:13][C:4]1[CH:3]=[C:2]([NH:1][CH2:15][CH2:16][CH2:17][CH2:18][CH2:19][CH2:20][CH2:21][CH3:22])[CH:12]=[CH:11][C:5]=1[C:6]([O:8][CH2:9][CH3:10])=[O:7] |f:2.3|. Procedure details: A mixture of 33 g of ethyl 4-amino-2-fluorobenzoate, 44 ml of 1-bromooctane and 0.50 g of copper powder is heated on a steam bath for 19 hours. The mixture is chilled, diluted with ethanol, filtered and the solid washed with cold ethanol and with water to give tan crystals. The filtrate is neutralized with 10 N potassium hydroxide, chilled and filtered and the solid washed with water and with ethanol to give tan crystals. The two crops of crystals are combined and recrystallized from ethanol to ... The reactants are CO, COC(=O)C1CCc2c(OC)cccc2C1O. The product is COC(=O)C1CCc2c(cccc2OC)C1. Reaction SMILES: [CH3:18][OH:19].[OH:1][CH:2]1[CH:3]([C:14](=[O:15])[O:16][CH3:17])[CH2:4][CH2:5][c:6]2[c:7]([O:12][CH3:13])[cH:8][cH:9][cH:10][c:11]21>>[CH2:2]1[CH:3]([C:14](=[O:15])[O:16][CH3:17])[CH2:4][CH2:5][c:6]2[c:7]([O:12][CH3:13])[cH:8][cH:9][cH:10][c:11]21. The reactants are CC(=O)O, CC(C)(C)c1ccccn1, ClCCl, OO. Yields the product CC(C)(C)c1cccc[n+]1[O-]. RXN SMILES: [C:13]([OH:14])(=[O:15])[CH3:16].[C:1]([CH3:2])([CH3:3])([CH3:4])[c:5]1[n:6][cH:7][cH:8][cH:9][cH:10]1.[CH2:17]([Cl:18])[Cl:19].[OH:11][OH:12]>>[C:1]([CH3:2])([CH3:3])([CH3:4])[c:5]1[n+:6]([O-:11])[cH:7][cH:8][cH:9][cH:10]1. Reactants: C(C)(C)(C)C1=NC=C(C(=N1)OCC)C=1N(C(C(N1)C1=CC=C(C=C1)Cl)C1=CC=C(C=C1)Cl)C(=O)Cl (2-(2-tert-Butyl-4-ethoxy-pyrimidin-5-yl)-4,5-bis-(4-chloro-phenyl)-4,5-dihydro-imidazole-1-carbonyl chloride), Cl.Cl.CS(=O)(=O)CCCN1CCNCC1 (1-(3-methanesulfonyl-propyl)-piperazine dihydrochloride). Product: C(C)(C)(C)C1=NC=C(C(=N1)OCC)C=1N([C@@H]([C@@H](N1)C1=CC=C(C=C1)Cl)C1=CC=C(C=C1)Cl)C(=O)N1CCN(CC1)CCCS(=O)(=O)C (cis-[2-(2-tert-butyl-4-ethoxy-pyrimidin-5-yl)-4,5-bis-(4-chloro-phenyl)-4,5-dihydro-imidazol-1-yl]-[4-(3-methanesulfonyl-propyl)-piperazin-1-yl]-methanone). RXN SMILES: [C:1]([C:5]1[N:10]=[C:9]([O:11][CH2:12][CH3:13])[C:8]([C:14]2[N:15]([C:33](Cl)=[O:34])[CH:16]([C:26]3[CH:31]=[CH:30][C:29]([Cl:32])=[CH:28][CH:27]=3)[CH:17]([C:19]3[CH:24]=[CH:23][C:22]([Cl:25])=[CH:21][CH:20]=3)[N:18]=2)=[CH:7][N:6]=1)([CH3:4])([CH3:3])[CH3:2].Cl.Cl.[CH3:38][S:39]([CH2:42][CH2:43][CH2:44][N:45]1[CH2:50][CH2:49][NH:48][CH2:47][CH2:46]1)(=[O:41])=[O:40]>>[C:1]([C:5]1[N:10]=[C:9]([O:11][CH2:12][CH3:13])[C:8]([C:14]2[N:15]([C:33]([N:48]3[CH2:49][CH2:50][N:45]([CH2:44][CH2:43][CH2:42][S:39]([CH3:38])(=[O:40])=[O:41])[CH2:46][CH2:47]3)=[O:34])[C@H:16]([C:26]3[CH:27]=[CH:28][C:29]([Cl:32])=[CH:30][CH:31]=3)[C@H:17]([C:19]3[CH:24]=[CH:23][C:22]([Cl:25])=[CH:21][CH:20]=3)[N:18]=2)=[CH:7][N:6]=1)([CH3:2])([CH3:3])[CH3:4] |f:1.2.3|. Reported procedure: cis-4-[2-(2-tert-Butyl-4-ethoxy-pyrimidin-5-yl)-4,5-bis-(4-chloro-phenyl)-4,5-dihydro-imidazole-1-carbonyl chloride (example 20) was reacted with 1-(3-methanesulfonyl-propyl)-piperazine dihydrochloride to give cis-[2-(2-tert-butyl-4-ethoxy-pyrimidin-5-yl)-4,5-bis-(4-chloro-phenyl)-4,5-dihydro-imidazol-1-yl]-[4-(3-methanesulfonyl-propyl)-piperazin-1-yl]-methanone in an analogous manner as described in example 1. HR-MS (ES, m/z) calculated for C34H43N6O4SCl2 [(M+H)+] 701.2438, observed 701.2439. Product: CC(=O)NCC1CN(c2ccc(N3CCC(N(C)C)CC3)c(F)c2)C(=O)O1. The reactants are BC#N, C=O, CO, CC#N, CNC1CCN(c2ccc(N3CC(CNC(C)=O)OC3=O)cc2F)CC1, [Na]. Reaction SMILES: [C:3]([BH2:4])#[N:5].[CH2:1]=[O:2].[CH3:36][OH:37].[CH3:7][C:8]#[N:9].[F:10][c:11]1[cH:12][c:13]([N:25]2[C:26](=[O:35])[O:27][CH:28]([CH2:30][NH:31][C:32]([CH3:33])=[O:34])[CH2:29]2)[cH:14][cH:15][c:16]1[N:17]1[CH2:18][CH2:19][CH:20]([NH:23][CH3:24])[CH2:21][CH2:22]1.[Na:6]>>[CH3:3][N:23]([CH:20]1[CH2:19][CH2:18][N:17]([c:16]2[c:11]([F:10])[cH:12][c:13]([N:25]3[C:26](=[O:35])[O:27][CH:28]([CH2:30][NH:31][C:32]([CH3:33])=[O:34])[CH2:29]3)[cH:14][cH:15]2)[CH2:22][CH2:21]1)[CH3:24]. Reactants: COc1cc2ncnc(C3CCNCC3)c2cc1OC, O=C=Nc1ccc(OC(F)(F)F)cc1, CN(C)C=O. RXN SMILES: [CH3:1][O:2][c:3]1[cH:4][c:5]2[c:6]([CH:15]3[CH2:16][CH2:17][NH:18][CH2:19][CH2:20]3)[n:7][cH:8][n:9][c:10]2[cH:11][c:12]1[O:13][CH3:14].[N:21](=[C:22]=[O:23])[c:24]1[cH:25][cH:26][c:27]([O:30][C:31]([F:32])([F:33])[F:34])[cH:28][cH:29]1.[O:35]=[CH:36][N:37]([CH3:38])[CH3:39]>>[CH3:1][O:2][c:3]1[cH:4][c:5]2[c:6]([CH:15]3[CH2:16][CH2:17][N:18]([C:22]([NH:21][c:24]4[cH:25][cH:26][c:27]([O:30][C:31]([F:32])([F:33])[F:34])[cH:28][cH:29]4)=[O:23])[CH2:19][CH2:20]3)[n:7][cH:8][n:9][c:10]2[cH:11][c:12]1[O:13][CH3:14]. Yields the product COc1cc2ncnc(C3CCN(C(=O)Nc4ccc(OC(F)(F)F)cc4)CC3)c2cc1OC.